This data is from the Open Reaction Database (ORD), a public repository of structured organic reaction records. The task is: describe an organic reaction: reactants, conditions, products, and yield Reactants: COC(C1=CC=C(C=C1)[C@@H]1CC[C@H](CC1)C=O)=O (4-(trans-4-formylcyclohexyl)benzoic acid methyl ester), C1(=CC=CC=C1)C (toluene), C1(=CC=CC=C1)C (toluene), S(O)(O)(=O)=O (sulfuric acid). Procedure details: A solution of 88.5 g of 4-(trans-4-formylcyclohexyl)benzoic acid methyl ester in 700 ml of toluene was treated while stirring with 1.5 ml of 10% (v/v) sulfuric acid and heated to boiling for 1 hour, with damp toluene being distilled off and being replaced by the addition of fresh toluene. Subsequently, the reaction solution was treated with 1 ml of triethylamine. The mixture was washed three times with 150 ml of water each time, dried over sodium sulfate, filtered and concentrated. Twofold recry... Reaction SMILES: [CH3:1][O:2][C:3](=[O:18])[C:4]1[CH:9]=[CH:8][C:7]([C@H:10]2[CH2:15][CH2:14][C@H:13]([CH:16]=[O:17])[CH2:12][CH2:11]2)=[CH:6][CH:5]=1.S(=O)(=O)(O)[OH:20].[C:24]1([CH3:30])C=CC=CC=1>>[CH3:1][O:2][C:3](=[O:18])[C:4]1[CH:9]=[CH:8][C:7]([C@H:10]2[CH2:15][CH2:14][C@H:13]([CH:16]3[O:20][CH2:24][CH2:30][O:17]3)[CH2:12][CH2:11]2)=[CH:6][CH:5]=1. Yields the product COC(C1=CC=C(C=C1)[C@@H]1CC[C@H](CC1)C1OCCO1)=O (4-[trans-4-(1,3-dioxolan-2-yl) cyclohexyl]benzoic acid methyl ester).